Dataset: the Open Reaction Database (ORD), a public repository of structured organic reaction records. Task: describe an organic reaction: reactants, conditions, products, and yield Reactants: C(C1=CC=CC=C1)OC1=C(C(=C(C#N)C=C1)[N+](=O)[O-])OC (4-(benzyloxy)-3-methoxy-2-nitrobenzonitrile), C([O-])(O)=O.[Na+] (sodium bicarbonate). Reagents/catalysts: [Fe] (iron). The solvent is [Cl-].[Na+].O (brine), C(C)(=O)O (acetic acid), O (water). Product: NC1=C(C#N)C=CC(=C1OC)OCC1=CC=CC=C1 (2-amino-4-(benzyloxy)-3-methoxybenzonitrile). Isolated yield 87.6%. Reaction SMILES: [CH2:1]([O:8][C:9]1[CH:16]=[CH:15][C:12]([C:13]#[N:14])=[C:11]([N+:17]([O-])=O)[C:10]=1[O:20][CH3:21])[C:2]1[CH:7]=[CH:6][CH:5]=[CH:4][CH:3]=1.C(=O)(O)[O-].[Na+]>C(O)(=O)C.O.[Cl-].[Na+].O.[Fe]>[NH2:17][C:11]1[C:10]([O:20][CH3:21])=[C:9]([O:8][CH2:1][C:2]2[CH:3]=[CH:4][CH:5]=[CH:6][CH:7]=2)[CH:16]=[CH:15][C:12]=1[C:13]#[N:14] |f:1.2,5.6.7|. Procedure: A degassed solution of 4-(benzyloxy)-3-methoxy-2-nitrobenzonitrile (Step 4, 185 g, 651 mmol) in glacial acetic acid (3500 mL) and water (10 mL) was cooled to 5° C. and treated with iron powder (182 g, 3.25 mol). After 3 days the reaction mixture was filtered through Celite, and the filtrate concentrated under reduced pressure. The oil, thus obtained, was treated with brine, neutralized with a sodium bicarbonate solution and extracted into DCM. The resulting emulsion was filtered through Celite a... Reactants: COC(CCC1=CC(=CC=C1)C1=NC(=NC(=C1)N1CCN(CC1)C1=NC=CC=C1C(F)(F)F)N1CCOCC1)=O (3-(3-{2-morpholin-4-yl-6-[4-(3-trifluoromethyl-pyridin-2-yl)-piperazin-1-yl]-pyrimidin-4-yl}-phenyl)-propionic acid methyl ester), O (water), Cl (HCl), O[Li].O (LiOH.H2O). The solvent is C1CCOC1 (THF), C(C)O (ethanol). Reaction conditions: temperature 55 celsius. Yields the product N1(CCOCC1)C1=NC(=CC(=N1)C=1C=C(C=CC1)CCC(=O)O)N1CCN(CC1)C1=NC=CC=C1C(F)(F)F (3-(3-{2-Morpholin-4-yl-6-[4-(3-trifluoromethyl-pyridin-2-yl)-piperazin-1-yl]-pyrimidin-4-yl}-phenyl)-propionic acid). RXN SMILES: C[O:2][C:3](=[O:40])[CH2:4][CH2:5][C:6]1[CH:11]=[CH:10][CH:9]=[C:8]([C:12]2[CH:17]=[C:16]([N:18]3[CH2:23][CH2:22][N:21]([C:24]4[C:29]([C:30]([F:33])([F:32])[F:31])=[CH:28][CH:27]=[CH:26][N:25]=4)[CH2:20][CH2:19]3)[N:15]=[C:14]([N:34]3[CH2:39][CH2:38][O:37][CH2:36][CH2:35]3)[N:13]=2)[CH:7]=1.O.O[Li].O.Cl>C1COCC1.C(O)C>[N:34]1([C:14]2[N:13]=[C:12]([C:8]3[CH:7]=[C:6]([CH2:5][CH2:4][C:3]([OH:40])=[O:2])[CH:11]=[CH:10][CH:9]=3)[CH:17]=[C:16]([N:18]3[CH2:19][CH2:20][N:21]([C:24]4[C:29]([C:30]([F:33])([F:31])[F:32])=[CH:28][CH:27]=[CH:26][N:25]=4)[CH2:22][CH2:23]3)[N:15]=2)[CH2:35][CH2:36][O:37][CH2:38][CH2:39]1 |f:2.3|. Procedure details: To a solution of 3-(3-{2-morpholin-4-yl-6-[4-(3-trifluoromethyl-pyridin-2-yl)-piperazin-1-yl]-pyrimidin-4-yl}-phenyl)-propionic acid methyl ester in THF, add water dropwise until the cloudiness almost persists. To this mixture add LiOH.H2O (10 equivalents) followed by a small amount of ethanol to achieve heterogeneity. Heat the mixture at 55° C. for 2 hours then concentrate under reduced pressure. Add a small amount of water to the residue followed by 10 equivalents of HCl (3M solution). Adjust ... Starting materials: C(=O)(O)C=1C=C2C(=C(NC2=CC1)C)C(C1=C(C=C(C=C1)Cl)Cl)=O (5-carboxy-3-(2,4-dichlorobenzoyl)-2-methylindole), N,N′-carbonyldiimidazole, C(CCC)S(=O)(=O)N (1-butanesulfonamide), C1(=NNCCCCCCCC1)C1=CCCCCCCCCC1 (diazabicycloundecene). The solvent is CN(C=O)C (N,N-dimethylformamide). Run at time 2 hour. Product: C(CCC)S(=O)(=O)NC(=O)C=1C=C2C(=C(NC2=CC1)C)C(C1=C(C=C(C=C1)Cl)Cl)=O (5-(1-butanesulfonylcarbamoyl)-3-(2,4-dichlorobenzoyl)-2-methylindole). The yield is 62.6%. As a reaction SMILES: [C:1]([C:4]1[CH:5]=[C:6]2[C:10](=[CH:11][CH:12]=1)[NH:9][C:8]([CH3:13])=[C:7]2[C:14](=[O:23])[C:15]1[CH:20]=[CH:19][C:18]([Cl:21])=[CH:17][C:16]=1[Cl:22])(O)=[O:2].[CH2:24]([S:28]([NH2:31])(=[O:30])=[O:29])[CH2:25][CH2:26][CH3:27].C1(C2CCCCCCCCCC=2)CCCCCCCCNN=1>CN(C)C=O>[CH2:24]([S:28]([NH:31][C:1]([C:4]1[CH:5]=[C:6]2[C:10](=[CH:11][CH:12]=1)[NH:9][C:8]([CH3:13])=[C:7]2[C:14](=[O:23])[C:15]1[CH:20]=[CH:19][C:18]([Cl:21])=[CH:17][C:16]=1[Cl:22])=[O:2])(=[O:30])=[O:29])[CH2:25][CH2:26][CH3:27]. Procedure details: According to the method of Example 59, 5-carboxy-3-(2,4-dichlorobenzoyl)-2-methylindole (0.500 g) is suspended in N,N-dimethylformamide (10 ml), to which is added N,N′-carbonyldiimidazole (0.350 g), and stirred at room temperature for 2 hours. Next, 1-butanesulfonamide (0.296 g) and diazabicycloundecene (0.328 g) are added thereto, and stirred under heat at 100° C. for 6 hours. The reaction mixture is concentrated under reduced pressure, and the residue is made acidic with water and 3 M HCl adde... The product is [N+](=O)([O-])C=1C=C(C=CC1)CC(=O)N[C@@H](C)C(=O)N[C@@H](C(C)C)C(=O)O (N-[N-(3-Nitrophenylacetyl)-L-alaninyl]-L-valine). Solvent: C(Cl)(Cl)Cl.CO (CHCl3 MeOH). As a reaction SMILES: C([O:3][C:4](=[O:27])[C@H:5]([CH:24]([CH3:26])[CH3:25])[NH:6][C:7](=[O:23])[C@H:8]([CH3:22])[NH:9][C:10](=[O:21])[CH2:11][C:12]1[CH:17]=[CH:16][CH:15]=[C:14]([N+:18]([O-:20])=[O:19])[CH:13]=1)C>C(Cl)(Cl)Cl.CO>[N+:18]([C:14]1[CH:13]=[C:12]([CH2:11][C:10]([NH:9][C@H:8]([C:7]([NH:6][C@H:5]([C:4]([OH:27])=[O:3])[CH:24]([CH3:25])[CH3:26])=[O:23])[CH3:22])=[O:21])[CH:17]=[CH:16][CH:15]=1)([O-:20])=[O:19] |f:1.2|. The reactants are C(C)OC([C@@H](NC([C@@H](NC(CC1=CC(=CC=C1)[N+](=O)[O-])=O)C)=O)C(C)C)=O (N-[N-(3-nitrophenylacetyl)-L-alaninyl]-L-valine ethyl ester). Reported procedure: Following General Procedure AF and using N-[N-(3-nitrophenylacetyl)-L-alaninyl]-L-valine ethyl ester (from Example 143 above), the title compound was prepared as a solid. The reaction was monitored by tlc (Rf=0.05 in 9:1 CHCl3/MeOH). Starting materials: C(C(C)C)NC(\C=C\CCC#CC1=CC=C(C=C1)C1=CC=CC=C1)=O (N-isobutyl 7-(4'-phenylphenyl)-(2E)-hepten-6-ynamide), 5-(4'-phenylphenyl)-4-pentyn 1-pentyn-1-al, N-isobutylacetamidotriphenylphosphonium chloride, C1(=CC=CC=C1)C1=CC=C(C=C1)C#CCCC=O (5-(4'-phenylphenyl)-4-pentyn-1-al), C(CCC#C)O (4-pentyn-1-ol), BrC1=CC=C(C=C1)C1=CC=CC=C1 (4'-bromobiphenyl). Product: C1(=CC=CC=C1)C1=CC=C(C=C1)C#CCCCO (5-(4'-phenylphenyl)-4-pentyn-1-ol), N-isobutyl 7-(4'-phenylphenyl)-(2E,6Z)-heptadienamide. RXN SMILES: C(O)CCC#C.BrC1C=CC(C2C=CC=CC=2)=CC=1.[C:20]1([C:26]2[CH:31]=[CH:30][C:29]([C:32]#[C:33][CH2:34][CH2:35][CH:36]=[O:37])=[CH:28][CH:27]=2)[CH:25]=[CH:24][CH:23]=[CH:22][CH:21]=1.C(NC(=O)/C=C/CCC#CC1C=CC(C2C=CC=CC=2)=CC=1)C(C)C>>[C:20]1([C:26]2[CH:31]=[CH:30][C:29]([C:32]#[C:33][CH2:34][CH2:35][CH2:36][OH:37])=[CH:28][CH:27]=2)[CH:25]=[CH:24][CH:23]=[CH:22][CH:21]=1. Procedure: 5-(4'-phenylphenyl)-4-pentyn-1-ol was prepared from 4-pentyn-1-ol and 4'-bromobiphenyl as in Example 15, and converted into 5-(4'-phenylphenyl)-4-pentyn-1-al by the method of Example 9. N-isobutyl 7-(4'-phenylphenyl)-(2E)-hepten-6-ynamide was then prepared from 5-(4'-phenylphenyl)-4-pentyn-1-pentyn-1-al and N-isobutylacetamidotriphenylphosphonium chloride as in Example 9 and semi-hydrogenated as in Example 9 to give N-isobutyl 7-(4'-phenylphenyl)-(2E,6Z)-heptadienamide. The reactants are CC=1C=CC(=CC1)S(=O)(=O)O (p-TsOH), ClC=1SC=CC1C1=CC=C(C(=O)O)C=C1 (4-(2-chloro-3-thienyl)-benzoic acid), C1(CCCCC1)N=C=NC1CCCCC1 (dicyclohexylcarbodiimide), CN(C)C1=NC=CC=C1 (dimethylaminopyridine), C12(CC3CC(CC(C1)C3)C2)CNC2=C(C=C(C=C2)S(=O)(=O)NCC2=CC=C(C=C2)I)[N+](=O)[O-] (4-((1-adamantylmethyl)amino)-N-(4-iodobenzyl)-3-nitrobenzenesulfonamide). The solvent is CC(C)(C)O (2-methyl-2-propanol), ClCCCl (1,2-dichloroethane). Reaction conditions: time 8 hour. Yields the product C12(CC3CC(CC(C1)C3)C2)CNC2=C(C=C(C=C2)S(=O)(=O)NC(C2=CC=C(C=C2)C2=C(SC=C2)Cl)=O)[N+](=O)[O-] (4-((1-adamantylmethyl)amino)-N-(4-(2-chloro-3-thienyl)benzoyl)-3-nitrobenzenesulfonamide). As a reaction SMILES: [Cl:1][C:2]1[S:3][CH:4]=[CH:5][C:6]=1[C:7]1[CH:15]=[CH:14][C:10]([C:11]([OH:13])=O)=[CH:9][CH:8]=1.C1(N=C=NC2CCCCC2)CCCCC1.CN(C1C=CC=CN=1)C.[C:40]12([CH2:50][NH:51][C:52]3[CH:57]=[CH:56][C:55]([S:58]([NH:61]CC4C=CC(I)=CC=4)(=[O:60])=[O:59])=[CH:54][C:53]=3[N+:70]([O-:72])=[O:71])[CH2:49][CH:44]3[CH2:45][CH:46]([CH2:48][CH:42]([CH2:43]3)[CH2:41]1)[CH2:47]2.CC1C=CC(S(O)(=O)=O)=CC=1>CC(O)(C)C.ClCCCl>[C:40]12([CH2:50][NH:51][C:52]3[CH:57]=[CH:56][C:55]([S:58]([NH:61][C:11](=[O:13])[C:10]4[CH:9]=[CH:8][C:7]([C:6]5[CH:5]=[CH:4][S:3][C:2]=5[Cl:1])=[CH:15][CH:14]=4)(=[O:60])=[O:59])=[CH:54][C:53]=3[N+:70]([O-:72])=[O:71])[CH2:49][CH:44]3[CH2:43][CH:42]([CH2:48][CH:46]([CH2:45]3)[CH2:47]1)[CH2:41]2. Reported procedure: A room temperature mixture of Example 29A (39.4 mg, 0.17 mmol), resin-bound dicyclohexylcarbodiimide (225.0 mg, 1.83 mmol/g), and dimethylaminopyridine (60.0 mg, 4.95 mmol) was treated with a solution of Example 28A (40 mg, 0.11 mmol) in a 1:1 mixture of 1,2-dichloroethane and 2-methyl-2-propanol (3 mL), and agitated overnight on an Argonaut Technologies Quest 210. The mixture was treated with resin bound p-TsOH (990 mg, 1.44 mmol/g), agitated for 1 hour, decanted, and washed with dichloromethan... Reactants: Cc1nc(C(=O)N2C(CN)CC3CC32)c(-c2cccc(F)c2)s1, O=C(O)c1nccc2ccccc12. The product is Cc1nc(C(=O)N2C(CNC(=O)c3nccc4ccccc34)CC3CC32)c(-c2cccc(F)c2)s1. RXN SMILES: [NH2:1][CH2:2][CH:3]1[N:4]([C:9](=[O:10])[c:11]2[n:12][c:13]([CH3:23])[s:14][c:15]2-[c:16]2[cH:17][c:18]([F:22])[cH:19][cH:20][cH:21]2)[CH:5]2[CH2:6][CH:7]2[CH2:8]1.[c:24]1([C:34](=[O:35])[OH:36])[n:25][cH:26][cH:27][c:28]2[cH:29][cH:30][cH:31][cH:32][c:33]12>>[NH:1]([CH2:2][CH:3]1[N:4]([C:9](=[O:10])[c:11]2[n:12][c:13]([CH3:23])[s:14][c:15]2-[c:16]2[cH:17][c:18]([F:22])[cH:19][cH:20][cH:21]2)[CH:5]2[CH2:6][CH:7]2[CH2:8]1)[C:34]([c:24]1[n:25][cH:26][cH:27][c:28]2[cH:29][cH:30][cH:31][cH:32][c:33]12)=[O:35]. Starting materials: CS(=O)(=O)C=1C=C2C(=NN(C2=CC1)C)C=1N=C2C(=NC1)NC=C2C(=O)O (2-(5-methanesulfonyl-1-methyl-1H-indazol-3-yl)-5H-pyrrolo[2,3-b]pyrazine-7-carboxylic acid), CC(C)(C)N (2-methylpropan-2-amine), C=1C=CC2=C(C1)N=NN2O (HOBt), CCN=C=NCCCN(C)C (EDCI), CCN(C(C)C)C(C)C (DIPEA). Solvent: CN(C)C=O (DMF), O (water). Conditions: time 15 hour. Yields the product C(C)(C)(C)NC(=O)C1=CNC=2C1=NC(=CN2)C2=NN(C1=CC=C(C=C21)S(=O)(=O)C)C (N-tert-butyl-2-(1-methyl-5-(methylsulfonyl)-1H-indazol-3-yl)-5H-pyrrolo[3,2-b]pyrazine-7-carboxamide). The yield is 8.2%. As a reaction SMILES: [CH3:1][S:2]([C:5]1[CH:6]=[C:7]2[C:11](=[CH:12][CH:13]=1)[N:10]([CH3:14])[N:9]=[C:8]2[C:15]1[N:16]=[C:17]2[C:23]([C:24]([OH:26])=O)=[CH:22][NH:21][C:18]2=[N:19][CH:20]=1)(=[O:4])=[O:3].[CH3:27][C:28]([NH2:31])([CH3:30])[CH3:29].C1C=CC2N(O)N=NC=2C=1.CCN=C=NCCCN(C)C.CCN(C(C)C)C(C)C>CN(C=O)C.O>[C:28]([NH:31][C:24]([C:23]1[C:17]2=[N:16][C:15]([C:8]3[C:7]4[C:11](=[CH:12][CH:13]=[C:5]([S:2]([CH3:1])(=[O:4])=[O:3])[CH:6]=4)[N:10]([CH3:14])[N:9]=3)=[CH:20][N:19]=[C:18]2[NH:21][CH:22]=1)=[O:26])([CH3:30])([CH3:29])[CH3:27]. Procedure details: A mixture of 2-(5-methanesulfonyl-1-methyl-1H-indazol-3-yl)-5H-pyrrolo[2,3-b]pyrazine-7-carboxylic acid (75 mg, 0.20 mmol), 2-methylpropan-2-amine (15 mg, 0.20 mmol), HOBt (108 mg, 0.80 mmol), EDCI (153 mg, 0.80 mmol) and DIPEA (103 mg, 0.80 mmol) in DMF (6 mL) was stirred at room temperature for 15 hours, then water (30 mL) was added, product extracted with EtOAc (3×30 mL), organics combined dried with sodium sulfate, filtered and concentrated under reduced pressure and residue purified by prep... Yields the product C1(=CC=CC=C1)N(C(=O)OC(C1=CC(=C(C=C1)CC1=CN(C2=CC=C(C=C12)NC(CC1CCCC1)=O)CC)OC)=O)C1=CC=CC=C1 (4-[5-(2-cyclopentylacetamido)-1-ethylindol-3-ylmethyl]-3-methoxybenzoic N,N-diphenylcarbamic anhydride). As a reaction SMILES: [Cl-].[C:2]1([N+:8]2([C:17]3[CH:22]=[CH:21][CH:20]=[CH:19][CH:18]=3)[CH:13]=CC=CC2C(=O)N)[CH:7]=[CH:6][CH:5]=[CH:4][CH:3]=1.[CH:23]1([CH2:28][C:29]([NH:31][C:32]2[CH:33]=[C:34]3[C:38](=[CH:39][CH:40]=2)[N:37]([CH2:41][CH3:42])[CH:36]=[C:35]3[CH2:43][C:44]2[CH:52]=[CH:51][C:47]([C:48]([OH:50])=[O:49])=[CH:46][C:45]=2[O:53][CH3:54])=[O:30])[CH2:27][CH2:26][CH2:25][CH2:24]1.[OH-].[Na+].C(OCC)(=[O:59])C>CO.CN(C)C=O>[C:17]1([N:8]([C:2]2[CH:3]=[CH:4][CH:5]=[CH:6][CH:7]=2)[C:13]([O:49][C:48](=[O:50])[C:47]2[CH:51]=[CH:52][C:44]([CH2:43][C:35]3[C:34]4[C:38](=[CH:39][CH:40]=[C:32]([NH:31][C:29](=[O:30])[CH2:28][CH:23]5[CH2:24][CH2:25][CH2:26][CH2:27]5)[CH:33]=4)[N:37]([CH2:41][CH3:42])[CH:36]=3)=[C:45]([O:53][CH3:54])[CH:46]=2)=[O:59])[CH:18]=[CH:19][CH:20]=[CH:21][CH:22]=1 |f:0.1,3.4|. The reactants are [Cl-].C1(=CC=CC=C1)[N+]1(C(C=CC=C1)C(N)=O)C1=CC=CC=C1 (N,N-diphenylcarbamoylpyridinium chloride), C1(CCCC1)CC(=O)NC=1C=C2C(=CN(C2=CC1)CC)CC1=C(C=C(C(=O)O)C=C1)OC (4-[5-(2-cyclopentylacetamido)-1-ethylindol-3-ylmethyl]-3-methoxybenzoic acid), [OH-].[Na+] (sodium hydroxide), aqueous solution, C(C)(=O)OCC (ethyl acetate). Run at time 1.5 minute. Reported procedure: A solution of N,N-diphenylcarbamoylpyridinium chloride (311 mg) in methanol (1 ml) was added to a stirred solution of the acid (J) (450 mg) and sodium hydroxide (1 ml of a 1M aqueous solution) in methanol (4 ml) under an atmosphere of nitrogen. After stirring for 1.5 minutes, ethyl acetate and N,N-dimethylformamide (2 ml) were added and the mixture allowed to stir until all dissolved. The ethyl acetate solution was washed with water and saturated brine, dried (MgSO4) and evaporated to give a qua... Run in CO (methanol), CO (methanol), CN(C=O)C (N,N-dimethylformamide). Reactants: acidic ion-exchange, C1(=CC=CC=C1)C (toluene), O (water). Conditions: time 1.5 hour. The product is CCCCO[C@@H](CC)CO (Poly(oxybutylene) Glycol). RXN SMILES: [C:1]1([CH3:7])[CH:6]=[CH:5]C=CC=1.[OH2:8]>>[CH3:5][CH2:6][CH2:1][CH2:7][O:8][C@H:6]([CH2:5][OH:8])[CH2:1][CH3:7]. Reported procedure: 200 ml of an acidic ion-exchange resin (Bio-Rad 50W-X2) was added to the mixture and it was stirred for 1.5 hours. 200 ml of toluene was added to the mixture and water was removed by azeotropic distillation. The product was filtered to remove the resin, and the solvent was removed under reduced pressure. The resulting diol (482 g) had a hydroxyl number of 67 mg KOH/g.